This data is from the Open Reaction Database (ORD), a public repository of structured organic reaction records. The task is: describe an organic reaction: reactants, conditions, products, and yield Reactants: N-BuLi, O1CCN(CC1)C1=CC=C(N)C=C1 (4-Morpholinoaniline), C[Si](C)(C)Cl (trimethylsilyl chloride). The solvent is C1CCOC1 (THF). Conditions: time 2.5 hour. Product: O1CCN(CC1)C1=CC=C(N([Si](C)(C)C)[Si](C)(C)C)C=C1 (4-morpholino-N,N-bistrimethylsilyl aniline). The yield is 73.0%. RXN SMILES: [O:1]1[CH2:6][CH2:5][N:4]([C:7]2[CH:13]=[CH:12][C:10]([NH2:11])=[CH:9][CH:8]=2)[CH2:3][CH2:2]1.[CH3:14][Si:15](Cl)([CH3:17])[CH3:16]>C1COCC1>[O:1]1[CH2:2][CH2:3][N:4]([C:7]2[CH:13]=[CH:12][C:10]([N:11]([Si:15]([CH3:17])([CH3:16])[CH3:14])[Si:15]([CH3:17])([CH3:16])[CH3:14])=[CH:9][CH:8]=2)[CH2:5][CH2:6]1. Procedure: 4-Morpholinoaniline (1 g, 5.61 mmol) was dissolved in dry THF (25 ml). N-BuLi (1.41M, 8.8 ml) was added dropwise at 0° C. over 5 minutes and the solution changed from brown to yellow. After stirring for 2.5 hours while warming to room temperature, trimethylsilyl chloride (97%, 1.62 ml) was added, followed by stirring at room temperature for 12 hours. Evaporation of the solvent gave a yellow solid which was sublimed at 10-4 torr to produce pure 4-morpholino-N,N-bistrimethylsilyl aniline as white ... Reactants: FC1=CC2=C(C(=NO2)C2CCNCC2)C=C1 (6-fluoro-3-(4-piperidinyl)-1,2-benzisoxazole), KCO3, ClCCCOC1=C(C=C(C=C1)C(C)=O)NC (1-[4-(3-chloropropoxy)-3-(methylamino)phenyl]ethanone), C(C)#N (acetonitrile), O (water). Solvent: CO.C(Cl)Cl (methanol methylene chloride). Product: FC1=CC2=C(C(=NO2)C2CCN(CC2)CCCOC2=C(C=C(C=C2)C(C)=O)NC)C=C1 (1-[4-[3-[4-(6-fluoro-1,2-benzisoxazol-3-yl)-1-piperidinyl]propoxy]-3-(methylamino)phenyl]ethanone). Yield: 47.9%. Reaction SMILES: [F:1][C:2]1[CH:16]=[CH:15][C:5]2[C:6]([CH:9]3[CH2:14][CH2:13][NH:12][CH2:11][CH2:10]3)=[N:7][O:8][C:4]=2[CH:3]=1.Cl[CH2:18][CH2:19][CH2:20][O:21][C:22]1[CH:27]=[CH:26][C:25]([C:28](=[O:30])[CH3:29])=[CH:24][C:23]=1[NH:31][CH3:32].C(#N)C.O>CO.C(Cl)Cl>[F:1][C:2]1[CH:16]=[CH:15][C:5]2[C:6]([CH:9]3[CH2:10][CH2:11][N:12]([CH2:18][CH2:19][CH2:20][O:21][C:22]4[CH:27]=[CH:26][C:25]([C:28](=[O:30])[CH3:29])=[CH:24][C:23]=4[NH:31][CH3:32])[CH2:13][CH2:14]3)=[N:7][O:8][C:4]=2[CH:3]=1 |f:4.5|. Procedure details: A mixture of 6-fluoro-3-(4-piperidinyl)-1,2-benzisoxazole (2.3 g, 10.3mmol), KCO3 (1.4 g, 10.3mmol), 1-[4-(3-chloropropoxy)-3-(methylamino)phenyl]ethanone (2.5 g, 10.3mmol), KI (0.10 g), and acetonitrile (100 ml) was stirred at reflux under nitrogen for 23hours. The reaction was cooled to ambient temperature, poured into water, and the aqueous mixture was extracted with ethyl acetate. The ethyl acetate extract was washed twice with water, dried with MgSO4 and was concentrated to yield 4.8 g of a... Conditions: temperature 100 celsius. Procedure details: To a solution of C-(3-cyano-phenyl)-N-methyl-methanesulfonamide (42 mg, 0.2 mmol) in THF (4 mL) is added a solution of BH3−THF in THF (1 M, 1 mL). The mixture is sealed and heated in a microwave reactor at 100° C. for 120 seconds. The mixture is poured into 1 M HCl (20 mL), basified with 3 M NaOH to pH ˜10, extracted with DCM (2×50 mL), dried with Na2SO4, filtered, and concentrated in vacuo to afford C-(3-aminomethyl-phenyl)-N-methyl-methanesulfonamide, which is used directly in the next without... Run in C1CCOC1 (THF), C1CCOC1 (THF). The reactants are C(#N)C=1C=C(C=CC1)CS(=O)(=O)NC (C-(3-cyano-phenyl)-N-methyl-methanesulfonamide), B.C1CCOC1 (BH3−THF), [OH-].[Na+] (NaOH), Cl (HCl). As a reaction SMILES: [C:1]([C:3]1[CH:4]=[C:5]([CH2:9][S:10]([NH:13][CH3:14])(=[O:12])=[O:11])[CH:6]=[CH:7][CH:8]=1)#[N:2].B.C1COCC1.Cl.[OH-].[Na+]>C1COCC1>[NH2:2][CH2:1][C:3]1[CH:4]=[C:5]([CH2:9][S:10]([NH:13][CH3:14])(=[O:12])=[O:11])[CH:6]=[CH:7][CH:8]=1 |f:1.2,4.5|. Yields the product NCC=1C=C(C=CC1)CS(=O)(=O)NC (C-(3-aminomethyl-phenyl)-N-methyl-methanesulfonamide). Reaction SMILES: [CH3:34][CH2:35][N:36]=[C:37]=[N:38][CH2:39][CH2:40][CH2:41][N:42]([CH3:43])[CH3:44].[CH3:59][N:60]([c:61]1[cH:62][cH:63][n:64][cH:65][cH:66]1)[CH3:67].[ClH:45].[O:11]=[C:12]([CH2:13][C:14](=[O:15])[OH:16])[N:17]1[CH2:18][CH2:19][N:20]([C:23]([c:24]2[cH:25][c:26]([F:32])[c:27]([F:31])[c:28]([F:30])[cH:29]2)=[O:33])[CH2:21][CH2:22]1.[O:68]=[CH:69][N:70]([CH3:71])[CH3:72].[OH2:73].[OH:1][n:2]1[c:3]2[c:4]([cH:5][cH:6][cH:7][cH:8]2)[n:9][n:10]1.[c:46]1(-[c:52]2[cH:53][cH:54][c:55]([NH2:58])[cH:56][n:57]2)[cH:47][cH:48][cH:49][cH:50][cH:51]1>>[O:11]=[C:12]([CH2:13][C:14](=[O:15])[NH:58][c:55]1[cH:54][cH:53][c:52](-[c:46]2[cH:47][cH:48][cH:49][cH:50][cH:51]2)[n:57][cH:56]1)[N:17]1[CH2:18][CH2:19][N:20]([C:23]([c:24]2[cH:25][c:26]([F:32])[c:27]([F:31])[c:28]([F:30])[cH:29]2)=[O:33])[CH2:21][CH2:22]1. Reactants: CCN=C=NCCCN(C)C, CN(C)c1ccncc1, Cl, O=C(O)CC(=O)N1CCN(C(=O)c2cc(F)c(F)c(F)c2)CC1, CN(C)C=O, O, On1nnc2ccccc21, Nc1ccc(-c2ccccc2)nc1. Product: O=C(CC(=O)N1CCN(C(=O)c2cc(F)c(F)c(F)c2)CC1)Nc1ccc(-c2ccccc2)nc1. The reactants are P(=O)(O[C@H]1[C@@H](OCCC1)COCCCCCCCCCCCCCCCC)(OCCBr)[O-] (trans-2-hexadecyloxymethyltetrahydropyran-3-yl 2-bromoethyl phosphate), N1=CC=CC=C1 (pyridine). Yields the product P(=O)(O[C@H]1[C@@H](OCCC1)COCCCCCCCCCCCCCCCC)(OCC[N+]1=CC=CC=C1)[O-] ((trans-2-Hexadecyloxymethyltetrahydropyran-3-yl) 2-pyridinioethyl phosphate). RXN SMILES: [P:1]([O-:32])([O:28][CH2:29][CH2:30]Br)([O:3][C@@H:4]1[CH2:9][CH2:8][CH2:7][O:6][C@H:5]1[CH2:10][O:11][CH2:12][CH2:13][CH2:14][CH2:15][CH2:16][CH2:17][CH2:18][CH2:19][CH2:20][CH2:21][CH2:22][CH2:23][CH2:24][CH2:25][CH2:26][CH3:27])=[O:2].[N:33]1[CH:38]=[CH:37][CH:36]=[CH:35][CH:34]=1>>[P:1]([O-:32])([O:28][CH2:29][CH2:30][N+:33]1[CH:38]=[CH:37][CH:36]=[CH:35][CH:34]=1)([O:3][C@@H:4]1[CH2:9][CH2:8][CH2:7][O:6][C@H:5]1[CH2:10][O:11][CH2:12][CH2:13][CH2:14][CH2:15][CH2:16][CH2:17][CH2:18][CH2:19][CH2:20][CH2:21][CH2:22][CH2:23][CH2:24][CH2:25][CH2:26][CH3:27])=[O:2]. Run at temperature 80 celsius, time 20 hour. Reported procedure: 1.512 g of dl-trans-2-hexadecyloxymethyltetrahydropyran-3-yl 2-bromoethyl phosphate (prepared as described in the first half of Example 1) was dissolved in 20 ml of pyridine, and the resulting solution was heated, with stirring, at 80° C. for 20 hours. The mixture was then cooled and the pyridine was removed by distillation under reduced pressure. The residue was subjected to column chromatography through 45 g of silica gel. The fraction eluted with a 60:35:5 by volume mixture of methylene chlor... The reactants are N1(CCC1)C1=CC=C2C(C(=CN(C2=N1)CCC#N)C(=O)OCC)=O (ethyl 7-azetidin-1-yl-1-(2-cyanoethyl)-4-oxo-1,4-dihydro-1,8-naphthyridine-3-carboxylate), ClN1C(=O)N(C(=O)C1(C)C)Cl (1,3-dichloro-5,5-dimethylhydantoin). Run in C(Cl)(Cl)Cl (chloroform), C(Cl)(Cl)Cl (chloroform). The product is N1(CCC1)C1=C(C=C2C(C(=CN(C2=N1)CCC#N)C(=O)OCC)=O)Cl (ethyl 7-azetidin-1-yl-6-chloro-1-(2-cyanoethyl)-4-oxo-1,4-dihydro-1,8-naphthyridine-3-carboxylate). As a reaction SMILES: [N:1]1([C:5]2[N:14]=[C:13]3[C:8]([C:9](=[O:24])[C:10]([C:19]([O:21][CH2:22][CH3:23])=[O:20])=[CH:11][N:12]3[CH2:15][CH2:16][C:17]#[N:18])=[CH:7][CH:6]=2)[CH2:4][CH2:3][CH2:2]1.[Cl:25]N1C(C)(C)C(=O)N(Cl)C1=O>C(Cl)(Cl)Cl>[N:1]1([C:5]2[N:14]=[C:13]3[C:8]([C:9](=[O:24])[C:10]([C:19]([O:21][CH2:22][CH3:23])=[O:20])=[CH:11][N:12]3[CH2:15][CH2:16][C:17]#[N:18])=[CH:7][C:6]=2[Cl:25])[CH2:2][CH2:3][CH2:4]1. Reported procedure: A solution of EXAMPLE 81C (0.50 g) and 1,3-dichloro-5,5-dimethylhydantoin (0.30 g) in chloroform (100 mL) was refluxed for 2 hours then cooled, diluted with chloroform, washed with 10% sodium bisulfate and brine, and dried (MgSO4), filtered, and concentrated; and the concentrate was crystallized from dichloromethane/ethyl acetate/hexanes. As a reaction SMILES: [CH2:26]([N+:27]([CH2:28][CH2:29][CH2:30][CH3:31])([CH2:32][CH2:33][CH2:34][CH3:35])[CH2:36][CH2:37][CH2:38][CH3:39])[CH2:40][CH2:41][CH3:42].[F-:25].[N:24].[O:43]1[CH2:44][CH2:45][CH2:46][CH2:47]1.[c:1]1([S:2](=[O:3])(=[O:4])[n:10]2[cH:11][cH:12][c:13]3[c:14]2[n:15][cH:16][c:17]([C:19]#[C:20][CH2:21][O:22][CH3:23])[cH:18]3)[cH:5][cH:6][cH:7][cH:8][cH:9]1>>[nH:10]1[cH:11][cH:12][c:13]2[c:14]1[n:15][cH:16][c:17]([C:19]#[C:20][CH2:21][O:22][CH3:23])[cH:18]2. The reactants are CCCC[N+](CCCC)(CCCC)CCCC, [F-], N, C1CCOC1, COCC#Cc1cnc2c(ccn2S(=O)(=O)c2ccccc2)c1. Yields the product COCC#Cc1cnc2[nH]ccc2c1. The reactants are Cc1ccc2cc(C(=O)O)ccc2n1, C1CCNC1. Reagents/catalysts: CN(C)C(=[N+](C)C)ON1C2=CC=CC=C2N=N1.F[P-](F)(F)(F)(F)F (HBTU), CCN(C(C)C)C(C)C (DIPEA). The solvent is CN(C)C=O (DMF), CN(C)C=O (DMF), CN(C)C=O (DMF), CN(C)C=O (DMF), CN(C)C=O (DMF), CN(C)C=O (DMF). Run at temperature 25 celsius, time 2 hour. Product: Cc1ccc2cc(C(=O)N3CCCC3)ccc2n1. Yield: 70.5%. As a reaction SMILES: C1CCNC1.Cc1ccc2cc(C(=O)O)ccc2n1.CN(C)C(=[N+](C)C)ON1C2=CC=CC=C2N=N1.F[P-](F)(F)(F)(F)F.CCN(C(C)C)C(C)C.CN(C)C=O>>Cc1ccc2cc(C(=O)N3CCCC3)ccc2n1. Reactants: BrCC(=O)N[C@H](C(=O)O)C(C)C.OCCN1C(C(CCC1=O)N1C(C2=CC=CC=C2C1=O)=O)=O (2-(1-(2-hydroxyethyl)-2,6-dioxopiperidin-3-yl)isoindolin-1,3-dione (S)-2-(2-bromoacetamido)-3-methylbutanoate), C(C)NCC (diethylamine). Run in C(Cl)Cl (DCM). The product is C(C)N(CC(=O)N[C@H](C(=O)O)C(C)C)CC.OCCN1C(C(CCC1=O)N1C(C2=CC=CC=C2C1=O)=O)=O (2-(1-(2-hydroxyethyl)-2,6-dioxopiperidin-3-yl)isoindolin-1,3-dione (S)-2-(2-diethylaminoacetamido)-3-methylbutanoate). The yield is 170.8%. As a reaction SMILES: Br[CH2:2][C:3]([NH:5][C@@H:6]([CH:10]([CH3:12])[CH3:11])[C:7]([OH:9])=[O:8])=[O:4].[OH:13][CH2:14][CH2:15][N:16]1[C:21](=[O:22])[CH2:20][CH2:19][CH:18]([N:23]2[C:31](=[O:32])[C:30]3[C:25](=[CH:26][CH:27]=[CH:28][CH:29]=3)[C:24]2=[O:33])[C:17]1=[O:34].C(NCC)C>C(Cl)Cl>[CH2:15]([N:16]([CH2:17][CH3:18])[CH2:2][C:3]([NH:5][C@@H:6]([CH:10]([CH3:12])[CH3:11])[C:7]([OH:9])=[O:8])=[O:4])[CH3:14].[OH:13][CH2:14][CH2:15][N:16]1[C:21](=[O:22])[CH2:20][CH2:19][CH:18]([N:23]2[C:24](=[O:33])[C:25]3[C:30](=[CH:29][CH:28]=[CH:27][CH:26]=3)[C:31]2=[O:32])[C:17]1=[O:34] |f:0.1,4.5|. Procedure: 2-(1-(2-hydroxyethyl)-2,6-dioxopiperidin-3-yl)isoindolin-1,3-dione (S)-2-(2-bromoacetamido)-3-methylbutanoate (120 mg) was dissolved in DCM (8 mL). The mixture was stirred and diethylamine solution was added slowly dropwise (0.04 mL). The reaction mixture was stirred additionally for 2 hrs at room temperature. The solvent and the residual diethylamine were removed by rotary evaporation in vacuo. 101 mg of white solid were obtained after purification of the crude product by silica gel column chro...